This data is from the Open Reaction Database (ORD), a public repository of structured organic reaction records. The task is: describe an organic reaction: reactants, conditions, products, and yield Starting materials: FC1=C(C=CC(=C1)F)S(=O)(=O)N1C=C(C=2C=NC=CC21)CCNC([O-])=O ({2-{1-[(2,4-difluorophenyl)sulfonyl]-1H-pyrrolo[3,2-c]pyridin-3-yl}ethyl}carbamate), FC(C(=O)O)(F)F (trifluoroacetic acid). The solvent is C(Cl)Cl (CH2Cl2). Run at time 2 hour. The product is FC1=C(C=CC(=C1)F)S(=O)(=O)N1C=C(C=2C=NC=CC21)CCN (2-{1-[(2,4-DIFLUOROPHENYL)-SULFONYL]-1H-PYRROLO[3,2-C]PYRIDIN-3-YL}ETHYLAMINE). As a reaction SMILES: [F:1][C:2]1[CH:7]=[C:6]([F:8])[CH:5]=[CH:4][C:3]=1[S:9]([N:12]1[C:20]2[CH:19]=[CH:18][N:17]=[CH:16][C:15]=2[C:14]([CH2:21][CH2:22][NH:23]C(=O)[O-])=[CH:13]1)(=[O:11])=[O:10].FC(F)(F)C(O)=O>C(Cl)Cl>[F:1][C:2]1[CH:7]=[C:6]([F:8])[CH:5]=[CH:4][C:3]=1[S:9]([N:12]1[C:20]2[CH:19]=[CH:18][N:17]=[CH:16][C:15]=2[C:14]([CH2:21][CH2:22][NH2:23])=[CH:13]1)(=[O:11])=[O:10]. Reported procedure: A solution of {2-{1-[(2,4-difluorophenyl)sulfonyl]-1H-pyrrolo[3,2-c]pyridin-3-yl}ethyl}carbamate in CH2Cl2 is treated with trifluoroacetic acid, stirred for 2 h and concentrated in vacuo. The resultant residue is purified by preparative reverse phase HPLC to afford the title product.